From a dataset of the Open Reaction Database (ORD), a public repository of structured organic reaction records. describe an organic reaction: reactants, conditions, products, and yield Reactants: COc1c(CC#N)cccc1Oc1ccc(Cl)cc1, CC(=O)O, Cl. The product is COc1c(CC(=O)O)cccc1Oc1ccc(Cl)cc1. As a reaction SMILES: [CH3:1][O:2][c:3]1[c:4]([CH2:17][C:18]#[N:19])[cH:5][cH:6][cH:7][c:8]1[O:9][c:10]1[cH:11][cH:12][c:13]([Cl:16])[cH:14][cH:15]1.[CH3:21][C:22]([OH:23])=[O:24].[ClH:20]>>[CH3:1][O:2][c:3]1[c:4]([CH2:21][C:22]([OH:23])=[O:24])[cH:5][cH:6][cH:7][c:8]1[O:9][c:10]1[cH:11][cH:12][c:13]([Cl:16])[cH:14][cH:15]1. Reactants: C([O-])([O-])=O.[K+].[K+] (potassium carbonate), [H][H] (hydrogen), C1(CCCCC1)NC1=C(C=C(C=C1)C=1OC2=C(N1)C=CC=C2)[N+](=O)[O-] (2-(4-cyclohexylamino-3-nitrophenyl)benzoxazole), C(C)=O (acetaldehyde), CN(C=O)C (dimethylformamide), OOS(=O)[O-].[K+] (oxone). Reagents/catalysts: [C].[Pd] (palladium-carbon). Solvent: O1CCCC1 (tetrahydrofuran), O (water). Run at time 5 hour. Yields the product O1C(=NC2=C1C=CC=C2)C2=CC1=C(N(C(=N1)C)C1CCCCC1)C=C2 (5-(benzoxazol-2-yl)-1-cyclohexyl-2-methylbenzimidazole). Yield: 14.0%. Reaction SMILES: [CH:1]1([NH:7][C:8]2[CH:13]=[CH:12][C:11]([C:14]3[O:15][C:16]4[CH:22]=[CH:21][CH:20]=[CH:19][C:17]=4[N:18]=3)=[CH:10][C:9]=2[N+:23]([O-])=O)[CH2:6][CH2:5][CH2:4][CH2:3][CH2:2]1.[H][H].[CH:28](=O)[CH3:29].CN(C)C=O.OOS([O-])=O.[K+].C(=O)([O-])[O-].[K+].[K+]>O.[C].[Pd].O1CCCC1>[O:15]1[C:16]2[CH:22]=[CH:21][CH:20]=[CH:19][C:17]=2[N:18]=[C:14]1[C:11]1[CH:12]=[CH:13][C:8]2[N:7]([CH:1]3[CH2:6][CH2:5][CH2:4][CH2:3][CH2:2]3)[C:28]([CH3:29])=[N:23][C:9]=2[CH:10]=1 |f:4.5,6.7.8,10.11|. Procedure: 2-(4-cyclohexylamino-3-nitrophenyl)benzoxazole (Working Example 16-1) (185 mg, 0.548 mmol) was added to a tetrahydrofuran (5 mL) solution including 10% palladium-carbon (50 mg), and a hydrogen atmosphere was substituted in the flask and this was stirred at room temperature for 5 hours. After the reaction was complete, this was filtered through Celite and the filtrate was concentrated. To a solution of the oil obtained in dimethylformamide (1.5 mL) was added a solution of acetaldehyde in dimethyl...